From a dataset of the Open Reaction Database (ORD), a public repository of structured organic reaction records. describe an organic reaction: reactants, conditions, products, and yield Reactants: N1(C(CCC1)C(O)=O)C(OC(C)(C)C)=O, c1cc(nn1C)Br. Reagents/catalysts: c1ccc(cc1)-c2c3ccccc3cc4ccccc24 (9-Phenylanthracene), CC1=NC(=CC=C1)C (Lutidine), c1(c2nc3c(cc2)cccc3)nc2c(cc1)cccc2 (2,22-Biquinoline), [Ni].C1CC=CCCC=C1.C1CC=CCCC=C1 (Ni(COD)2). Run in CC(=O)C  (Acetone), CO (MeOH). Run at temperature 25 celsius, time 18 hour. Yields the product Cn1ccc(n1)C2CCCN2C(=O)OC(C)(C)C. Reaction SMILES: [CH3:1][C:2]([O:5][C:6]([N:8]1[CH:12]([C:13](O)=O)[CH2:11][CH2:10][CH2:9]1)=[O:7])([CH3:4])[CH3:3].[CH3:14][n:15]1[n:18]c(Br)[cH:17][cH:16]1>>[CH3:14][n:15]1[n:18][c:13]([CH:12]2[N:8]([C:6]([O:5][C:2]([CH3:4])([CH3:3])[CH3:1])=[O:7])[CH2:9][CH2:10][CH2:11]2)[cH:17][cH:16]1. Starting materials: [Al+3], COc1ccc(-c2cc3ccc(OC)cc3s2)cc1, COc1ccc(C(=O)Cl)cc1, CCOC(C)=O, [Cl-], [Cl-], [Cl-], ClCCl, O. Product: COc1ccc(C(=O)c2c(-c3ccc(OC)cc3)sc3cc(OC)ccc23)cc1. Reaction SMILES: [Al+3:32].[CH3:1][O:2][c:3]1[cH:4][cH:5][c:6](-[c:9]2[cH:10][c:11]3[c:12]([s:13]2)[cH:14][c:15]([O:18][CH3:19])[cH:16][cH:17]3)[cH:7][cH:8]1.[CH3:20][O:21][c:22]1[cH:23][cH:24][c:25]([C:26](=[O:27])[Cl:28])[cH:29][cH:30]1.[CH3:39][CH2:40][O:41][C:42]([CH3:43])=[O:44].[Cl-:31].[Cl-:33].[Cl-:34].[Cl:36][CH2:37][Cl:38].[OH2:35]>>[CH3:1][O:2][c:3]1[cH:4][cH:5][c:6](-[c:9]2[c:10]([C:26]([c:25]3[cH:24][cH:23][c:22]([O:21][CH3:20])[cH:30][cH:29]3)=[O:27])[c:11]3[c:12]([s:13]2)[cH:14][c:15]([O:18][CH3:19])[cH:16][cH:17]3)[cH:7][cH:8]1. The reactants are BrC1=CN=C(S1)CSCCC(=O)OC (methyl 3-{[(5-bromo-1,3-thiazol-2-yl)methyl]sulfanyl}propanoate), CO (MeOH), O.O.O.O.O.O.C(C=1C(C(=O)[O-])=CC=CC1)(=O)O[O-].[Mg+2] (magnesium monoperoxyphthalate hexahydrate). Solvent: C(Cl)Cl (CH2Cl2), [O-]S(=O)(=S)[O-].[Na+].[Na+] (Na2S2O3), O (water). Run at time 2 hour. Product: BrC1=CN=C(S1)CS(=O)(=O)CCC(=O)OC (methyl 3-{[(5-bromo-1,3-thiazol-2-yl)methyl]sulfonyl}propanoate). Isolated yield 95.1%. RXN SMILES: [Br:1][C:2]1[S:6][C:5]([CH2:7][S:8][CH2:9][CH2:10][C:11]([O:13][CH3:14])=[O:12])=[N:4][CH:3]=1.CO.[OH2:17].[OH2:18].O.O.O.O.C(O[O-])(=O)C1C(=CC=CC=1)C([O-])=O.[Mg+2]>C(Cl)Cl.[O-]S([O-])(=S)=O.[Na+].[Na+].O>[Br:1][C:2]1[S:6][C:5]([CH2:7][S:8]([CH2:9][CH2:10][C:11]([O:13][CH3:14])=[O:12])(=[O:18])=[O:17])=[N:4][CH:3]=1 |f:2.3.4.5.6.7.8.9,11.12.13|. Procedure: The product of Step 2 (1.45 g, 4.90 mmol) was taken up in CH2Cl2 (30 mL)/MeOH (15 mL), and magnesium monoperoxyphthalate hexahydrate (4.54 g, 7.34 mmol) was added. The reaction was stirred at room temperature for 2 h. The yellow slurry was diluted with aqueous 10% Na2S2O3 and water and extracted with CH2Cl2 (2×). The combined organic layers were washed with saturated aqueous NaHCO3, dried (MgSO4), filtered and evaporated. Flash chromatography (0-50% ethyl acetate in hexanes) afforded methyl 3-{[... Starting materials: FC=1C=C(C=C(C1)OC(C(F)F)(F)F)C(=N[S@](=O)C(C)(C)C)C1=CC=C(C=C1)F ((R)—N-((3-Fluoro-5-(1,1,2,2-tetrafluoroethoxy)phenyl)(4-fluorophenyl)methylene)-2-methylpropane-2-sulfinamide), C(C1=CC=CC=C1)[Mg]Cl (Benzylmagnesium chloride). Solvent: C(Cl)Cl (CH2Cl2). Reaction conditions: temperature -78 celsius, time 10 minute. Product: FC=1C=C(C=C(C1)OC(C(F)F)(F)F)[C@](CC1=CC=CC=C1)(C1=CC=C(C=C1)F)N[S@](=O)C(C)(C)C ((R)—N—((S)-1-(3-fluoro-5-(1,1,2,2-tetrafluoroethoxy)phenyl)-1-(4-fluorophenyl)-2-phenylethyl)-2-methylpropane-2-sulfinamide). Reaction SMILES: [F:1][C:2]1[CH:3]=[C:4]([C:15]([C:23]2[CH:28]=[CH:27][C:26]([F:29])=[CH:25][CH:24]=2)=[N:16][S@@:17]([C:19]([CH3:22])([CH3:21])[CH3:20])=[O:18])[CH:5]=[C:6]([O:8][C:9]([F:14])([F:13])[CH:10]([F:12])[F:11])[CH:7]=1.[CH2:30]([Mg]Cl)[C:31]1[CH:36]=[CH:35][CH:34]=[CH:33][CH:32]=1>C(Cl)Cl>[F:1][C:2]1[CH:3]=[C:4]([C@@:15]([NH:16][S@@:17]([C:19]([CH3:22])([CH3:21])[CH3:20])=[O:18])([C:23]2[CH:24]=[CH:25][C:26]([F:29])=[CH:27][CH:28]=2)[CH2:30][C:31]2[CH:36]=[CH:35][CH:34]=[CH:33][CH:32]=2)[CH:5]=[C:6]([O:8][C:9]([F:14])([F:13])[CH:10]([F:11])[F:12])[CH:7]=1. Procedure details: (R)—N-((3-Fluoro-5-(1,1,2,2-tetrafluoroethoxy)phenyl)(4-fluorophenyl)methylene)-2-methylpropane-2-sulfinamide (150 mg, 0.34 mmol) was stirred in anhydrous CH2Cl2 (7 mL) at −78° C. for 5 min under Argon. BF3Et2O (0.10 mL, 2.0 eq) was added dropwise. The mixture was stirred at −78° C. for 10 min. Benzylmagnesium chloride (1.0 M in Et2O, 1.4 mL, 3.0 eq) was added slowly at −78° C., and the resulting mixture was stirred at −78° C. for 1.5 h. The reaction mixture was quenched with sat. NH4Cl and then... Reactants: BrC1=C(OCC(=O)N(NC(C2=CC=CC=C2)=O)C(C)C)C=CC(=C1)F (benzoic acid N′-[2-(2-bromo-4-fluoro-phenoxy)-acetyl]-N′-isopropyl-hydrazide), C(=O)([O-])[O-].[Na+].[Na+] (Na2CO3), C(C)OC1=C(C=CC=C1)B(O)O (2-ethoxyphenylboronic acid), Pd[PPh3]4. Solvent: COCCOC (DME). Product: C(C)OC1=C(C=CC=C1)C1=C(C=CC(=C1)F)OCC(=O)N(NC(C1=CC=CC=C1)=O)C(C)C (benzoic acid N′-[2-(2′-ethoxy-5-fluoro-biphenyl-2-yloxy)-acetyl]-N′-isopropyl-hydrazide). Isolated yield 29.1%. RXN SMILES: Br[C:2]1[CH:24]=[C:23]([F:25])[CH:22]=[CH:21][C:3]=1[O:4][CH2:5][C:6]([N:8]([CH:18]([CH3:20])[CH3:19])[NH:9][C:10](=[O:17])[C:11]1[CH:16]=[CH:15][CH:14]=[CH:13][CH:12]=1)=[O:7].C([O-])([O-])=O.[Na+].[Na+].[CH2:32]([O:34][C:35]1[CH:40]=[CH:39][CH:38]=[CH:37][C:36]=1B(O)O)[CH3:33]>COCCOC>[CH2:32]([O:34][C:35]1[CH:40]=[CH:39][CH:38]=[CH:37][C:36]=1[C:2]1[CH:24]=[C:23]([F:25])[CH:22]=[CH:21][C:3]=1[O:4][CH2:5][C:6]([N:8]([CH:18]([CH3:20])[CH3:19])[NH:9][C:10](=[O:17])[C:11]1[CH:16]=[CH:15][CH:14]=[CH:13][CH:12]=1)=[O:7])[CH3:33] |f:1.2.3|. Reported procedure: A solution of benzoic acid N′-[2-(2-bromo-4-fluoro-phenoxy)-acetyl]-N′-isopropyl-hydrazide (50 mg, 0.122 mmol) in DME (3 ml)/2M Na2CO3 (0.215 ml, 0.427 mmol) was treated with 2-ethoxyphenylboronic acid (31 mg, 0.183 mmol) and Pd[PPh3]4 (28 mg, 0.0244 mmol) for 12 hours at 90° C. The reaction mixture was partitioned between water and ethyl acetate. The organic layer was washed with brine, dried over sodium sulfate, filtered, and concentrated. The crude was absorbed on silica and purified on a sil... The reactants are CO, Cl, O=CNc1ccnn1CCF. Yields the product Nc1ccnn1CCF. RXN SMILES: [CH3:13][OH:14].[ClH:12].[F:1][CH2:2][CH2:3][n:4]1[n:5][cH:6][cH:7][c:8]1[NH:9][CH:10]=[O:11]>>[F:1][CH2:2][CH2:3][n:4]1[n:5][cH:6][cH:7][c:8]1[NH2:9].